This data is from the Open Reaction Database (ORD), a public repository of structured organic reaction records. The task is: describe an organic reaction: reactants, conditions, products, and yield Reactants: COC1=CC=C(C=C1)C=1OC2=C(C1C(=O)C1=CC=C(C=C1)OCCN(CC)CC)C=CC(=C2)OC ([2-(4-methoxyphenyl)-6-methoxybenzofuran-3-yl][4-[2-diethylaminoethoxy]phenyl] methanone). Run in CO (carbinol). Product: COC1=CC=C(C=C1)C=1OC2=C(C1C(O)C1=CC=C(C=C1)OCCN(CC)CC)C=CC(=C2)OC ([2-(4-Methoxyphenyl)-6-methoxybenzofuran-3-yl][4-(2-diethylaminoethoxy]phenyl]methanol). Isolated yield 75.0%. RXN SMILES: [CH3:1][O:2][C:3]1[CH:8]=[CH:7][C:6]([C:9]2[O:10][C:11]3[CH:33]=[C:32]([O:34][CH3:35])[CH:31]=[CH:30][C:12]=3[C:13]=2[C:14]([C:16]2[CH:21]=[CH:20][C:19]([O:22][CH2:23][CH2:24][N:25]([CH2:28][CH3:29])[CH2:26][CH3:27])=[CH:18][CH:17]=2)=[O:15])=[CH:5][CH:4]=1>CO>[CH3:1][O:2][C:3]1[CH:4]=[CH:5][C:6]([C:9]2[O:10][C:11]3[CH:33]=[C:32]([O:34][CH3:35])[CH:31]=[CH:30][C:12]=3[C:13]=2[CH:14]([C:16]2[CH:21]=[CH:20][C:19]([O:22][CH2:23][CH2:24][N:25]([CH2:26][CH3:27])[CH2:28][CH3:29])=[CH:18][CH:17]=2)[OH:15])=[CH:7][CH:8]=1. Procedure details: 1.420 g (3 mmol) of [2-(4-methoxyphenyl)-6-methoxybenzofuran-3-yl][4-[2-diethylaminoethoxy]phenyl] methanone was reduced to the carbinol by the method described in Example 1. This yielded 1.07 g of the title compound as an oil. The reactants are C(C1=CC=CC=C1)OC=1C(=NN2C1C(N(C=C2C)C)=O)C(=O)OC (methyl 3-benzyloxy-5,7-dimethyl-4-oxo-4,5-dihydropyrazolo[1,5-a]pyrazine-2-carboxylate), C(=O)(C(F)(F)F)O (TFA), C(=O)(C(F)(F)F)O (TFA). Solvent: C(Cl)(Cl)Cl (CHCl3). Reaction conditions: time 2 hour. Yields the product OC=1C(=NN2C1C(N(C=C2C)C)=O)C(=O)OC (Methyl 3-hydroxy-5,7-dimethyl-4-oxo-4,5-dihydropyrazolo[1,5-a]pyrazine-2-carboxylate). As a reaction SMILES: C([O:8][C:9]1[C:10]([C:21]([O:23][CH3:24])=[O:22])=[N:11][N:12]2[C:17]([CH3:18])=[CH:16][N:15]([CH3:19])[C:14](=[O:20])[C:13]=12)C1C=CC=CC=1.C(O)(C(F)(F)F)=O>C(Cl)(Cl)Cl>[OH:8][C:9]1[C:10]([C:21]([O:23][CH3:24])=[O:22])=[N:11][N:12]2[C:17]([CH3:18])=[CH:16][N:15]([CH3:19])[C:14](=[O:20])[C:13]=12. Procedure details: To a solution of methyl 3-benzyloxy-5,7-dimethyl-4-oxo-4,5-dihydropyrazolo[1,5-a]pyrazine-2-carboxylate (62 mg, 0.189 mmol) in CHCl3 was added TFA (200 μL), and the reaction was stirred at room temperature for 2 hours. Following treatment with additional TFA (200 μL), the reaction was heated to 50° C. overnight. The solvent was removed in vacuo, and the resulting residue was purified by reverse phase chromatography on a C-18 column using a gradient elution of 95-5% H2O (0.1% TFA)/CH3CN (0.1% TFA... Reactants: C(=C)C1=CC=C2CCN(C(C2=C1)=O)C (7-ethenyl-2-methyl-3,4-dihydro-1(2H)-isoquinolinone), I(=O)(=O)(=O)[O-].[Na+] (sodium periodate), aqueous solution. The reagents and catalysts are [Os](=O)(=O)(=O)=O (osmium tetroxide). The solvent is O1CCOCC1 (1,4-dioxane), O (water), O1CCOCC1 (1,4-dioxane). Conditions: time 0.5 hour. The product is CN1C(C2=CC(=CC=C2CC1)C=O)=O (2-methyl-1-oxo-1,2,3,4-tetrahydro-7-isoquinolinecarbaldehyde). Yield: 74.3%. Reaction SMILES: [CH:1]([C:3]1[CH:12]=[C:11]2[C:6]([CH2:7][CH2:8][N:9]([CH3:14])[C:10]2=[O:13])=[CH:5][CH:4]=1)=C.I([O-])(=O)(=O)=[O:16].[Na+]>O1CCOCC1.O.[Os](=O)(=O)(=O)=O>[CH3:14][N:9]1[CH2:8][CH2:7][C:6]2[C:11](=[CH:12][C:3]([CH:1]=[O:16])=[CH:4][CH:5]=2)[C:10]1=[O:13] |f:1.2|. Procedure details: To a solution of 7-ethenyl-2-methyl-3,4-dihydro-1(2H)-isoquinolinone (181 mg, 0.968 mmol) in 1,4-dioxane (I 5 ml) and water (3 ml) at 0° C. was added sodium periodate (476 mg, 2.226 mmol) and osmium tetroxide (1.1 ml of a 4% aqueous solution). The reaction mixture was warmed to room temperature and stirred for 0.5 h before evaporation of the reaction mixture. The residue was dissolved in 1,4-dioxane (20 ml) and evaporated again. The mixture was then dissolved in dichloromethane (100 ml), dried w... Starting materials: Cc1nc(-n2cnn(Cc3ccc(C(F)(F)F)cc3)c2=O)sc1C(=O)O, Cn1cnc(CN)c1, Cc1nc(-n2cnn(Cc3ccc(F)cc3)c2=O)sc1C(=O)O. Yields the product Cc1nc(-n2cnn(Cc3ccc(F)cc3)c2=O)sc1C(=O)NCc1cn(C)cn1. Reaction SMILES: [CH3:1][c:2]1[n:3][c:4](-[n:5]2[c:6](=[O:7])[n:8]([CH2:9][c:10]3[cH:11][cH:12][c:13]([C:14]([F:15])([F:16])[F:17])[cH:18][cH:19]3)[n:20][cH:21]2)[s:22][c:23]1[C:24]([OH:25])=[O:26].[CH3:50][n:51]1[cH:52][n:53][c:54]([CH2:56][NH2:57])[cH:55]1.[F:27][c:28]1[cH:29][cH:30][c:31]([CH2:32][n:33]2[n:34][cH:35][n:36](-[c:39]3[s:40][c:41]([C:45](=[O:46])[OH:47])[c:42]([CH3:44])[n:43]3)[c:37]2=[O:38])[cH:48][cH:49]1>>[F:27][c:28]1[cH:29][cH:30][c:31]([CH2:32][n:33]2[n:34][cH:35][n:36](-[c:39]3[s:40][c:41]([C:45](=[O:46])[NH:57][CH2:56][c:54]4[n:53][cH:52][n:51]([CH3:50])[cH:55]4)[c:42]([CH3:44])[n:43]3)[c:37]2=[O:38])[cH:48][cH:49]1. Product: CCOC(=O)COC1CCC(NC(=O)OC(C)(C)C)CC1. As a reaction SMILES: [C:1]([CH3:2])([CH3:3])([CH3:4])[O:5][C:6]([NH:7][CH:8]1[CH2:9][CH2:10][CH:11]([OH:14])[CH2:12][CH2:13]1)=[O:15].[C:31]([O-:32])(=[O:33])[CH3:34].[C:36]([O-:37])(=[O:38])[CH3:39].[C:40]([O-:41])(=[O:42])[CH3:43].[CH3:24][c:25]1[cH:26][cH:27][cH:28][cH:29][cH:30]1.[N+:16](=[N-:17])=[CH:18][C:19](=[O:20])[O:21][CH2:22][CH3:23].[Rh+3:35]>>[C:1]([CH3:2])([CH3:3])([CH3:4])[O:5][C:6]([NH:7][CH:8]1[CH2:9][CH2:10][CH:11]([O:14][CH2:18][C:19](=[O:20])[O:21][CH2:22][CH3:23])[CH2:12][CH2:13]1)=[O:15]. The reactants are CC(C)(C)OC(=O)NC1CCC(O)CC1, CC(=O)[O-], CC(=O)[O-], CC(=O)[O-], Cc1ccccc1, CCOC(=O)C=[N+]=[N-], [Rh+3]. Reactants: C1(=CC=CC=C1)[C@@H]1[C@@H](C1)N ((-) cis-2-phenylcyclopropylamine), ClC=1C=CC(=NC1)NC(=S)N1C=NC=C1 (1-(5-chloropyrid-2-yl-thiocarbamoyl)-imidazole). Yields the product C1(=CC=CC=C1)[C@@H]1[C@@H](C1)NC(=S)NC1=NC=C(C=C1)Cl ((+)-N-(cis-2-phenylcyclopropyl)-N'-(5-chloropyrid-2-yl)thiourea). As a reaction SMILES: [C:1]1([C@H:7]2[CH2:9][C@H:8]2[NH2:10])[CH:6]=[CH:5][CH:4]=[CH:3][CH:2]=1.[Cl:11][C:12]1[CH:13]=[CH:14][C:15]([NH:18][C:19](N2C=CN=C2)=[S:20])=[N:16][CH:17]=1>>[C:1]1([C@H:7]2[CH2:9][C@H:8]2[NH:10][C:19]([NH:18][C:15]2[CH:14]=[CH:13][C:12]([Cl:11])=[CH:17][N:16]=2)=[S:20])[CH:6]=[CH:5][CH:4]=[CH:3][CH:2]=1. Reported procedure: (-)-N-cis-2-phenylcyclopropylamine (0.23 g, 1.7 mmol) from Example 423 was condensed with 1-(5-chloropyrid-2-yl-thiocarbamoyl)-imidazole (0.4 g, 1.7 mmol) according to the procedure of Example 372 to yield the titled product as crystals.